Dataset: the Open Reaction Database (ORD), a public repository of structured organic reaction records. Task: describe an organic reaction: reactants, conditions, products, and yield Yields the product N(N)C1=NC=CC2=C1N=C(N2)C(F)(F)F (4-Hydrazino-2-(trifluoromethyl)-1H-imidazo[4,5-c]pyridine). As a reaction SMILES: Cl[C:2]1[C:7]2[N:8]=[C:9]([C:11]([F:14])([F:13])[F:12])[NH:10][C:6]=2[CH:5]=[CH:4][N:3]=1.[NH2:15][NH2:16]>C(O)C>[NH:15]([C:2]1[C:7]2[N:8]=[C:9]([C:11]([F:14])([F:13])[F:12])[NH:10][C:6]=2[CH:5]=[CH:4][N:3]=1)[NH2:16]. Starting materials: ClC1=NC=CC2=C1N=C(N2)C(F)(F)F (4-chloro-2-(trifluoromethyl)-1H-imidazo[4,5-c]pyridine), NN (hydrazine). Reported procedure: A mixture of 132 mg (0.6 mmol) of 4-chloro-2-(trifluoromethyl)-1H-imidazo[4,5-c]pyridine, 0.0787 mL (2.4 mmol) of anhydrous hydrazine, and 3 mL of ethanol was stirred at reflux for 2 days. The cooled, filtered solution was concentrated, and the residue was partitioned between ethyl acetate and water. The organic phase was dried over sodium sulfate, filtered and concentrated to yield the title compound. LC-MS 218 (M+1). Solvent: C(C)O (ethanol). The reactants are C(Cl)Cl (CH2Cl2), NC1=CC(=C(C=C1Br)CCC(=O)OC)C (methyl 3-(4-amino-5-bromo-2-methylphenyl)propanoate), CN1N=CC2=CC(=CC=C12)B(O)O (1-methyl-1H-indazol-5-ylboronic acid), C([O-])([O-])=O.[Cs+].[Cs+] (cesium carbonate), PdCl2dppf. Solvent: O1CCOCC1 (1,4-dioxane), C(C)(=O)OCC (ethyl acetate), O (water). The product is NC1=CC(=C(C=C1C=1C=C2C=NN(C2=CC1)C)CCC(=O)OC)C (methyl 3-(4-amino-2-methyl-5-(1-methyl-1H-indazol-5-yl)-phenyl)propanoate). Isolated yield 73.2%. Reaction SMILES: [NH2:1][C:2]1[C:7](Br)=[CH:6][C:5]([CH2:9][CH2:10][C:11]([O:13][CH3:14])=[O:12])=[C:4]([CH3:15])[CH:3]=1.[CH3:16][N:17]1[C:25]2[C:20](=[CH:21][C:22](B(O)O)=[CH:23][CH:24]=2)[CH:19]=[N:18]1.C(=O)([O-])[O-].[Cs+].[Cs+].C(Cl)Cl>O1CCOCC1.C(OCC)(=O)C.O>[NH2:1][C:2]1[C:7]([C:22]2[CH:21]=[C:20]3[C:25](=[CH:24][CH:23]=2)[N:17]([CH3:16])[N:18]=[CH:19]3)=[CH:6][C:5]([CH2:9][CH2:10][C:11]([O:13][CH3:14])=[O:12])=[C:4]([CH3:15])[CH:3]=1 |f:2.3.4|. Procedure details: A solution of Intermediate 9 (460 mg) in 1,4-dioxane (5 ml, KANTO) was added with 1-methyl-1H-indazol-5-ylboronic acid (rgt1, 350 mg), cesium carbonate (410 mg, KANTO), and PdCl2dppf.CH2Cl2 (115 mg, Ald), and stirred at 90° C. for 18 hours. The reaction mixture was cooled to room temperature, and then added with water (30 ml) and ethyl acetate (30 ml×2) to perform extraction. The reaction mixture was successively washed with saturated aqueous sodium hydrogencarbonate, saturated aqueous ammonium ...